From a dataset of the Open Reaction Database (ORD), a public repository of structured organic reaction records. describe an organic reaction: reactants, conditions, products, and yield The reactants are [H-].[Na+] (sodium hydride), ice water, ClC1=C(N)C=C(C=C1)I (2-chloro-5-iodoaniline), ClCC1=CC=C(C=C1)OC (1-(chloromethyl)-4-methoxybenzene). Run in CN(C)C=O (DMF), CN(C)C=O (DMF). Conditions: temperature 0 celsius, time 30 minute. The product is ClC1=C(N(CC2=CC=C(C=C2)OC)CC2=CC=C(C=C2)OC)C=C(C=C1)I (2-Chloro-5-iodo-N,N-bis(4-methoxybenzyl)aniline). As a reaction SMILES: [H-].[Na+].[Cl:3][C:4]1[CH:10]=[CH:9][C:8]([I:11])=[CH:7][C:5]=1[NH2:6].Cl[CH2:13][C:14]1[CH:19]=[CH:18][C:17]([O:20][CH3:21])=[CH:16][CH:15]=1>CN(C=O)C>[Cl:3][C:4]1[CH:10]=[CH:9][C:8]([I:11])=[CH:7][C:5]=1[N:6]([CH2:13][C:14]1[CH:19]=[CH:18][C:17]([O:20][CH3:21])=[CH:16][CH:15]=1)[CH2:13][C:14]1[CH:19]=[CH:18][C:17]([O:20][CH3:21])=[CH:16][CH:15]=1 |f:0.1|. Procedure details: Under argon, 12.62 g (316.16 mmol, 60% in mineral oil) of sodium hydride were suspended in 250 ml of abs. DMF and cooled to 0° C. 32 g (126.3 mmol) of 2-chloro-5-iodoaniline, dissolved in 80 ml of abs. DMF, were then slowly added dropwise, and the mixture was stirred at 0° C. for 30 min. 41 ml (303 mmol) of 1-(chloromethyl)-4-methoxybenzene were then slowly added to the reaction mixture, and the mixture was subsequently warmed to room temperature. The mixture was stirred at RT overnight and then... Starting materials: CC(=O)[O-], CCO, Cl, NO, [Na+], O=C(O)CCC(=O)c1ccccc1, O. RXN SMILES: [CH3:18][C:19](=[O:20])[O-:21].[CH3:23][CH2:24][OH:25].[ClH:14].[NH2:15][OH:16].[Na+:17].[O:1]=[C:2]([CH2:3][CH2:4][C:5](=[O:6])[OH:7])[c:8]1[cH:9][cH:10][cH:11][cH:12][cH:13]1.[OH2:22]>>[C:2]([CH2:3][CH2:4][C:5](=[O:6])[OH:7])([c:8]1[cH:9][cH:10][cH:11][cH:12][cH:13]1)=[N:15][OH:16]. Product: O=C(O)CCC(=NO)c1ccccc1. Starting materials: CSCC(O)CNCc1cn(COCc2ccccc2)c2c(N)ncnc12, NN, O. Yields the product CSCC(O)CNCc1c[nH]c2c(N)ncnc12. RXN SMILES: [NH2:1][c:2]1[c:3]2[c:4]([n:5][cH:6][n:7]1)[c:8]([CH2:20][NH:21][CH2:22][CH:23]([CH2:24][S:25][CH3:26])[OH:27])[cH:9][n:10]2[CH2:11][O:12][CH2:13][c:14]1[cH:15][cH:16][cH:17][cH:18][cH:19]1.[NH2:29][NH2:30].[OH2:28]>>[NH2:1][c:2]1[c:3]2[c:4]([n:5][cH:6][n:7]1)[c:8]([CH2:20][NH:21][CH2:22][CH:23]([CH2:24][S:25][CH3:26])[OH:27])[cH:9][nH:10]2.